Dataset: the Open Reaction Database (ORD), a public repository of structured organic reaction records. Task: describe an organic reaction: reactants, conditions, products, and yield The reactants are FC(C=1C=C(C=C(C1)C(F)(F)F)[C@@H]1[C@@H](N(C(O1)=O)CC1=NC(=NC=C1Br)S(=O)(=O)C)C)(F)F ((4S,5R)-5-[3,5-Bis(trifluoromethyl)phenyl]-3-{[5-bromo-2-(methylsulfonyl)pyrimidin-4-yl]methyl}-4-methyl-1,3-oxazolidin-2-one), FC1(CNC1)F (3,3-difluoroazetidine), C(C)(C)N(CC)C(C)C (diisopropylethylamine). Run in C1CCOC1 (THF). Reaction conditions: temperature 60 celsius, time 15 minute. Product: FC(C=1C=C(C=C(C1)C(F)(F)F)[C@@H]1[C@@H](N(C(O1)=O)CC1=NC(=NC=C1Br)N1CC(C1)(F)F)C)(F)F ((4S,5R)-5-[3,5-Bis(trifluoromethyl)phenyl]-3-{[5-bromo-2-(3,3-difluoroazetidin-1-yl)pyrimidin-4-yl]methyl}-4-methyl-1,3-oxazolidin-2-one). Isolated yield 85.9%. RXN SMILES: [F:1][C:2]([F:33])([F:32])[C:3]1[CH:4]=[C:5]([C@H:13]2[O:17][C:16](=[O:18])[N:15]([CH2:19][C:20]3[C:25]([Br:26])=[CH:24][N:23]=[C:22](S(C)(=O)=O)[N:21]=3)[C@H:14]2[CH3:31])[CH:6]=[C:7]([C:9]([F:12])([F:11])[F:10])[CH:8]=1.[F:34][C:35]1([F:39])[CH2:38][NH:37][CH2:36]1.C(N(C(C)C)CC)(C)C>C1COCC1>[F:1][C:2]([F:33])([F:32])[C:3]1[CH:4]=[C:5]([C@H:13]2[O:17][C:16](=[O:18])[N:15]([CH2:19][C:20]3[C:25]([Br:26])=[CH:24][N:23]=[C:22]([N:37]4[CH2:38][C:35]([F:39])([F:34])[CH2:36]4)[N:21]=3)[C@H:14]2[CH3:31])[CH:6]=[C:7]([C:9]([F:12])([F:11])[F:10])[CH:8]=1. Procedure details: To a solution of (4S,5R)-5-[3,5-bis(trifluoromethyl)phenyl]-3-{[5-bromo-2-(methylsulfonyl)pyrimidin-4-yl]methyl}-4-methyl-1,3-oxazolidin-2-one (Step A, 2.5 g, 4.45 mmol), and 3,3-difluoroazetidine (1.73 g, 13.34 mmol) in THF (40 mL) was added diisopropylethylamine (3.88 mL, 22.23 mmol). It was stirred at 60° C. for 15 minutes at which time complete conversion by LCMS was noted. The solvent was evaporated, and the residue was purified on a silica gel column, eluting with 50% ethyl acetate in hexa...